From a dataset of the Open Reaction Database (ORD), a public repository of structured organic reaction records. describe an organic reaction: reactants, conditions, products, and yield Conditions: time 3 hour. Reactants: C(C1=CC=CC=C1)OC1=CC=C(C=C1)N1C(N(C=2C1=NC=CC2)CCC)=O (3-[4-(benzyloxy)phenyl]-1-propyl-1,3-dihydro-2H-imidazo[4,5-b]pyridin-2-one). Reported procedure: A mixture of 3-[4-(benzyloxy)phenyl]-1-propyl-1,3-dihydro-2H-imidazo[4,5-b]pyridin-2-one (1.5 g) and 10% Pd—C (0.444 g) in EtOH (40 mL) was hydrogenated under balloon pressure at room temperature for 3 h. The catalyst was removed by filtration and the filtrate was concentrated in vacuo to give 3-(4-hydroxyphenyl)-1-propyl-1,3-dihydro-2H-imidazo[4,5-b]pyridin-2-one (1.05 g) as a light brown solid. Yields the product OC1=CC=C(C=C1)N1C(N(C=2C1=NC=CC2)CCC)=O (3-(4-hydroxyphenyl)-1-propyl-1,3-dihydro-2H-imidazo[4,5-b]pyridin-2-one). The yield is 93.4%. Reagents/catalysts: [Pd] (Pd—C). As a reaction SMILES: C([O:8][C:9]1[CH:14]=[CH:13][C:12]([N:15]2[C:19]3=[N:20][CH:21]=[CH:22][CH:23]=[C:18]3[N:17]([CH2:24][CH2:25][CH3:26])[C:16]2=[O:27])=[CH:11][CH:10]=1)C1C=CC=CC=1>CCO.[Pd]>[OH:8][C:9]1[CH:10]=[CH:11][C:12]([N:15]2[C:19]3=[N:20][CH:21]=[CH:22][CH:23]=[C:18]3[N:17]([CH2:24][CH2:25][CH3:26])[C:16]2=[O:27])=[CH:13][CH:14]=1. The solvent is CCO (EtOH).